Dataset: the Open Reaction Database (ORD), a public repository of structured organic reaction records. Task: describe an organic reaction: reactants, conditions, products, and yield Reactants: [Br-], CCOc1ccc2c(c1)C(=O)C(=O)N2, [Mg+]c1ccccc1Cl. Product: CCOc1ccc2c(c1)C(O)(c1ccccc1Cl)C(=O)N2. RXN SMILES: [Br-:15].[CH2:1]([CH3:2])[O:3][c:4]1[cH:5][c:6]2[c:10]([cH:11][cH:12]1)[NH:9][C:8](=[O:13])[C:7]2=[O:14].[Cl:16][c:17]1[c:18]([Mg+:23])[cH:19][cH:20][cH:21][cH:22]1>>[CH2:1]([CH3:2])[O:3][c:4]1[cH:5][c:6]2[c:10]([cH:11][cH:12]1)[NH:9][C:8](=[O:13])[C:7]2([OH:14])[c:18]1[c:17]([Cl:16])[cH:22][cH:21][cH:20][cH:19]1. Starting materials: Cl (hydrochloric acid), Cl (hydrogen chloride), CO (methanol), Cl.C(=O)(O)C1=CC=C(C=C1)C1N=C(CC2=CC=CC=C12)N(C)C (1-(4-carboxyphenyl)-1,4-dihydro-3-dimethylaminoisoquinoline hydrochloride), crude acid. Product: Cl.C(=O)(OC)C1=CC=C(C=C1)C1N=C(CC2=CC=CC=C12)N(C)C (1-(4-carbomethoxyphenyl)-1,4-dihydro-3-dimethylamino-isoquinoline hydrochloride). As a reaction SMILES: [ClH:1].Cl.[C:3]([C:6]1[CH:11]=[CH:10][C:9]([CH:12]2[C:21]3[C:16](=[CH:17][CH:18]=[CH:19][CH:20]=3)[CH2:15][C:14]([N:22]([CH3:24])[CH3:23])=[N:13]2)=[CH:8][CH:7]=1)([OH:5])=[O:4].[CH3:25]O>>[ClH:1].[C:3]([C:6]1[CH:7]=[CH:8][C:9]([CH:12]2[C:21]3[C:16](=[CH:17][CH:18]=[CH:19][CH:20]=3)[CH2:15][C:14]([N:22]([CH3:24])[CH3:23])=[N:13]2)=[CH:10][CH:11]=1)([O:5][CH3:25])=[O:4] |f:1.2,4.5|. Procedure details: The basic aqueous solution from the above experiment was made acidic with 5N hydrochloric acid, and evaporated to dryness to leave a white solid, containing 1-(4-carboxyphenyl)-1,4-dihydro-3-dimethylaminoisoquinoline hydrochloride. The crude acid was suspended in methanol (100 ml) and ethereal hydrogen chloride (2 ml) at room temperature for 16 h. The suspension was filtered and the filtrate was evaporated under reduced pressure. The residue was dissolved in dilute hydrochloric acid, washed with... Reactants: FC1=CC=C(C=C1)CC1=C(C=CC=C1)C=1CCNCC1 (4-[2-(4-fluorophenyl)methylphenyl]-1,2,3,6-tetrahydropyridine), C(C=CC1=CC=CC=C1)Br (cinnamyl bromide). Yields the product FC1=CC=C(C=C1)CC1=C(C=CC=C1)C=1CCN(CC1)C\C=C\C1=CC=CC=C1 ((E)-4-[2-(4-fluorophenyl)methylphenyl]-(3-phenyl-2-propenyl)-1,2,3,6-tetrahydropyridine). As a reaction SMILES: [F:1][C:2]1[CH:7]=[CH:6][C:5]([CH2:8][C:9]2[CH:14]=[CH:13][CH:12]=[CH:11][C:10]=2[C:15]2[CH2:16][CH2:17][NH:18][CH2:19][CH:20]=2)=[CH:4][CH:3]=1.[CH2:21](Br)[CH:22]=[CH:23][C:24]1[CH:29]=[CH:28][CH:27]=[CH:26][CH:25]=1>>[F:1][C:2]1[CH:3]=[CH:4][C:5]([CH2:8][C:9]2[CH:14]=[CH:13][CH:12]=[CH:11][C:10]=2[C:15]2[CH2:20][CH2:19][N:18]([CH2:21]/[CH:22]=[CH:23]/[C:24]3[CH:29]=[CH:28][CH:27]=[CH:26][CH:25]=3)[CH2:17][CH:16]=2)=[CH:6][CH:7]=1. Procedure details: The same procedure was followed as in Example 11 using 4-[2-(4-fluorophenyl)methylphenyl]-1,2,3,6-tetrahydropyridine and cinnamyl bromide to produce the above. Yields the product CN(C)C(=O)CCC(=O)c1ccc(N2CCN(Cc3ccccc3)CC2)cc1. RXN SMILES: [CH3:1][N:2]([C:3]([CH2:4][CH2:5][C:6]([c:7]1[cH:8][cH:9][c:10]([F:13])[cH:11][cH:12]1)=[O:14])=[O:15])[CH3:16].[CH:30]([N:31]([CH2:32][CH3:33])[CH:34]([CH3:35])[CH3:36])([CH3:37])[CH3:38].[CH:39]([O:40][CH:41]([CH3:42])[CH3:43])([CH3:44])[CH3:45].[Cl:47][CH2:48][Cl:49].[NH3:46].[c:17]1([CH2:23][N:24]2[CH2:25][CH2:26][NH:27][CH2:28][CH2:29]2)[cH:18][cH:19][cH:20][cH:21][cH:22]1>>[CH3:1][N:2]([C:3]([CH2:4][CH2:5][C:6]([c:7]1[cH:8][cH:9][c:10]([N:27]2[CH2:26][CH2:25][N:24]([CH2:23][c:17]3[cH:18][cH:19][cH:20][cH:21][cH:22]3)[CH2:29][CH2:28]2)[cH:11][cH:12]1)=[O:14])=[O:15])[CH3:16]. Starting materials: CN(C)C(=O)CCC(=O)c1ccc(F)cc1, CCN(C(C)C)C(C)C, CC(C)OC(C)C, ClCCl, N, c1ccc(CN2CCNCC2)cc1. Reactants: OC=1C=C2CC(NC2=CC1)=O (5-hydroxy-oxindole), C1(=CC=CC=C1)SCCCCBr (4-phenylmercapto- butyl bromide). The product is C1(=CC=CC=C1)SCCCCOC=1C=C2CC(NC2=CC1)=O (5-(4-Phenylmercapto-butoxy)-oxindole). RXN SMILES: [OH:1][C:2]1[CH:3]=[C:4]2[C:8](=[CH:9][CH:10]=1)[NH:7][C:6](=[O:11])[CH2:5]2.[C:12]1([S:18][CH2:19][CH2:20][CH2:21][CH2:22]Br)[CH:17]=[CH:16][CH:15]=[CH:14][CH:13]=1>>[C:12]1([S:18][CH2:19][CH2:20][CH2:21][CH2:22][O:1][C:2]2[CH:3]=[C:4]3[C:8](=[CH:9][CH:10]=2)[NH:7][C:6](=[O:11])[CH2:5]3)[CH:17]=[CH:16][CH:15]=[CH:14][CH:13]=1. Procedure: Prepared analogous to Example 140 from 5-hydroxy-oxindole (J. Chem. Soc. 1961, 2723) and 4-phenylmercapto- butyl bromide. Reactants: BrB(Br)Br, COc1ccc2c(C)c(-c3ccc(OC)nc3)c(=O)oc2c1, CCOC(C)=O, ClCCl. Product: COc1ccc2c(C)c(-c3ccc(O)nc3)c(=O)oc2c1. As a reaction SMILES: [B:23]([Br:24])([Br:25])[Br:26].[CH3:1][O:2][c:3]1[cH:4][cH:5][c:6]2[c:7]([CH3:22])[c:8](-[c:14]3[cH:15][n:16][c:17]([O:20][CH3:21])[cH:18][cH:19]3)[c:9](=[O:13])[o:10][c:11]2[cH:12]1.[CH3:27][CH2:28][O:29][C:30](=[O:31])[CH3:32].[Cl:33][CH2:34][Cl:35]>>[CH3:1][O:2][c:3]1[cH:4][cH:5][c:6]2[c:7]([CH3:22])[c:8](-[c:14]3[cH:15][n:16][c:17]([OH:20])[cH:18][cH:19]3)[c:9](=[O:13])[o:10][c:11]2[cH:12]1.